From a dataset of the Open Reaction Database (ORD), a public repository of structured organic reaction records. describe an organic reaction: reactants, conditions, products, and yield Reactants: [BH4-], Fc1ccc(Br)nc1, CN(C)C=O, Cc1ccccc1, CCOC(C)=O, [Li]CCCC, [Na+]. Yields the product OCc1ccc(F)cn1. Reaction SMILES: [BH4-:19].[Br:6][c:7]1[n:8][cH:9][c:10]([F:13])[cH:11][cH:12]1.[CH3:14][N:15]([CH:16]=[O:17])[CH3:18].[CH3:21][c:22]1[cH:23][cH:24][cH:25][cH:26][cH:27]1.[CH3:28][CH2:29][O:30][C:31](=[O:32])[CH3:33].[Li:1][CH2:2][CH2:3][CH2:4][CH3:5].[Na+:20]>>[c:7]1([CH2:16][OH:17])[n:8][cH:9][c:10]([F:13])[cH:11][cH:12]1.